Dataset: the Open Reaction Database (ORD), a public repository of structured organic reaction records. Task: describe an organic reaction: reactants, conditions, products, and yield Starting materials: CNOC, O=C(Cl)C(=O)Cl, ClCCl, Cl, CN(C)C=O, O=C(O)CCCCc1ccccc1, c1ccncc1. Yields the product CON(C)C(=O)CCCCc1ccccc1. RXN SMILES: [CH3:21][NH:22][O:23][CH3:24].[Cl:14][C:15]([C:16]([Cl:17])=[O:18])=[O:19].[Cl:31][CH2:32][Cl:33].[ClH:20].[O:34]=[CH:35][N:36]([CH3:37])[CH3:38].[c:1]1([CH2:7][CH2:8][CH2:9][CH2:10][C:11](=[O:12])[OH:13])[cH:2][cH:3][cH:4][cH:5][cH:6]1.[cH:25]1[cH:26][cH:27][n:28][cH:29][cH:30]1>>[c:1]1([CH2:7][CH2:8][CH2:9][CH2:10][C:11](=[O:13])[N:22]([CH3:21])[O:23][CH3:24])[cH:2][cH:3][cH:4][cH:5][cH:6]1. Starting materials: NC(C1CCN(CC1)CCCOC1=C(C=C(C=C1)C(C)=O)OC)(C1=CC=C(C=C1)F)C1=CC=C(C=C1)F (1-[4-[3-[4-[aminobis(4-fluorophenyl)methyl]-1-piperidinyl]propoxy]-3-methoxyphenyl]-1-ethanone), [BH4-].[Na+] (sodium borohydride). Yields the product NC(C1CCN(CC1)CCCOC1=C(C=C(C=C1)C(O)C)OC)(C1=CC=C(C=C1)F)C1=CC=C(C=C1)F (4-[3-[4-[Amino-bis(4-fluorophenyl)methyl]-1-piperidinyl]propoxy]-3-methoxy-α-methylbenzenemethanol). As a reaction SMILES: [NH2:1][C:2]([C:31]1[CH:36]=[CH:35][C:34]([F:37])=[CH:33][CH:32]=1)([C:24]1[CH:29]=[CH:28][C:27]([F:30])=[CH:26][CH:25]=1)[CH:3]1[CH2:8][CH2:7][N:6]([CH2:9][CH2:10][CH2:11][O:12][C:13]2[CH:18]=[CH:17][C:16]([C:19](=[O:21])[CH3:20])=[CH:15][C:14]=2[O:22][CH3:23])[CH2:5][CH2:4]1.[BH4-].[Na+]>>[NH2:1][C:2]([C:24]1[CH:29]=[CH:28][C:27]([F:30])=[CH:26][CH:25]=1)([C:31]1[CH:36]=[CH:35][C:34]([F:37])=[CH:33][CH:32]=1)[CH:3]1[CH2:8][CH2:7][N:6]([CH2:9][CH2:10][CH2:11][O:12][C:13]2[CH:18]=[CH:17][C:16]([CH:19]([CH3:20])[OH:21])=[CH:15][C:14]=2[O:22][CH3:23])[CH2:5][CH2:4]1 |f:1.2|. Procedure details: Using the procedure of Example 20, 1-[4-[3-[4-[aminobis(4-fluorophenyl)methyl]-1-piperidinyl]propoxy]-3-methoxyphenyl]-1-ethanone is reduced with sodium borohydride to give the title compound. Starting materials: ClC=1C=C(C(=O)OO)C=CC1 (3-chloroperoxybenzoic acid), N1=C2C3=C(C=NC2=CC=C1)N=C1N3OCCC1 (9,10-dihydro-8H-[1,2]oxazino[2′,3′:1,2]imidazo[4,5-c][1,5]naphthyridine). The solvent is ClCCl (dichloromethane). Conditions: time 1 hour. The product is N1=C2C3=C(C=[N+](C2=CC=C1)[O-])N=C1N3OCCC1 (9,10-dihydro-8H-[1,2]oxazino[2′,3′:1,2]imidazo[4,5-c][1,5]naphthyridine 5-oxide). Isolated yield 89.4%. Reaction SMILES: ClC1C=C(C=CC=1)C(OO)=[O:6].[N:12]1[CH:21]=[CH:20][CH:19]=[C:18]2[C:13]=1[C:14]1[N:24]3[O:25][CH2:26][CH2:27][CH2:28][C:23]3=[N:22][C:15]=1[CH:16]=[N:17]2>ClCCl>[N:12]1[CH:21]=[CH:20][CH:19]=[C:18]2[C:13]=1[C:14]1[N:24]3[O:25][CH2:26][CH2:27][CH2:28][C:23]3=[N:22][C:15]=1[CH:16]=[N+:17]2[O-:6]. Procedure details: Solid 3-chloroperoxybenzoic acid (0.26 g of approximately 77% pure material, 1.1 mmol) was added to a solution of 9,10-dihydro-8H-[1,2]oxazino[2′,3′:1,2]imidazo[4,5-c][1,5]naphthyridine (0.13 g, 0.6 mmol) in dichloromethane (15 mL). The reaction was stirred at room temperature for 1 hour and then washed with saturated aqueous sodium carbonate (10 mL). The aqueous fraction was extracted 5 times with 25 mL portions of dichloromethane. The combined organic fractions were dried over potassium carbon... Reactants: C1(CCCCCC1)=C(C1=CC=C(C=C1)OC(C(=O)OCC)(C)C)C1=CC=C(C=C1)O (Ethyl 2-({4-[cycloheptylidene(4-hydroxyphenyl)methyl]phenyl}oxy)-2-methylpropanoate), [H-].[H-].[H-].[H-].[Li+].[Al+3] (LiAlH4). The solvent is C1CCOC1 (THF). The product is C1(CCCCCC1)=C(C1=CC=C(C=C1)O)C1=CC=C(C=C1)OC(CO)(C)C (4-(Cycloheptylidene{4-[(2-hydroxy-1,1-dimethylethyl)oxy]phenyl}methyl)phenol). Isolated yield 75.7%. RXN SMILES: [C:1]1(=[C:8]([C:24]2[CH:29]=[CH:28][C:27]([OH:30])=[CH:26][CH:25]=2)[C:9]2[CH:14]=[CH:13][C:12]([O:15][C:16]([CH3:23])([CH3:22])[C:17](OCC)=[O:18])=[CH:11][CH:10]=2)[CH2:7][CH2:6][CH2:5][CH2:4][CH2:3][CH2:2]1.[H-].[H-].[H-].[H-].[Li+].[Al+3]>C1COCC1>[C:1]1(=[C:8]([C:9]2[CH:14]=[CH:13][C:12]([O:15][C:16]([CH3:23])([CH3:22])[CH2:17][OH:18])=[CH:11][CH:10]=2)[C:24]2[CH:29]=[CH:28][C:27]([OH:30])=[CH:26][CH:25]=2)[CH2:2][CH2:3][CH2:4][CH2:5][CH2:6][CH2:7]1 |f:1.2.3.4.5.6|. Procedure: The reduction procedure described for 224 was used. Ethyl 2-({4-[cycloheptylidene(4-hydroxyphenyl)methyl]phenyl}oxy)-2-methylpropanoate (225) (0.125 g, 0.31 mmol) was treated with LiAlH4 (0.8 mL) in THF (5 mL). Standard work-up followed by purification afforded 0.086 g (76%) of the title compound 230 as white foam. 1H NMR (300 MHz, DMSO-d6): δ 9.27 (s, 1H), 7.00 (d, J=7.8 Hz, 2H), 6.91 (d, J=4.5 Hz, 4H), 6.68 (d, J=8.4 Hz, 2H), 4.84 (t, J=5.7 Hz, 1H), 3.34 (d, J=3.6 Hz, 2H), 2.21 (br s, 4H), 1.5... The reactants are C(CCCCCCCCCCCCC)Br (tetradecyl bromide), Cl (hydrochloric acid), C(C)(=O)NC(C(=O)OCC)C(=O)OCC (Diethyl 2-acetamidomalonate), [O-]CC.[Na+] (sodium ethoxide). Solvent: C(C)O (ethanol), C(C)O (ethanol). Yields the product C(C)(=O)NC(C(=O)OCC)(C(=O)OCC)CCCCCCCCCCCCCC (diethyl 2-acetamido-2-tetradecylmalonate). Isolated yield 61.3%. RXN SMILES: [C:1]([NH:4][CH:5]([C:11]([O:13][CH2:14][CH3:15])=[O:12])[C:6]([O:8][CH2:9][CH3:10])=[O:7])(=[O:3])[CH3:2].[O-]CC.[Na+].[CH2:20](Br)[CH2:21][CH2:22][CH2:23][CH2:24][CH2:25][CH2:26][CH2:27][CH2:28][CH2:29][CH2:30][CH2:31][CH2:32][CH3:33].Cl>C(O)C>[C:1]([NH:4][C:5]([CH2:33][CH2:32][CH2:31][CH2:30][CH2:29][CH2:28][CH2:27][CH2:26][CH2:25][CH2:24][CH2:23][CH2:22][CH2:21][CH3:20])([C:11]([O:13][CH2:14][CH3:15])=[O:12])[C:6]([O:8][CH2:9][CH3:10])=[O:7])(=[O:3])[CH3:2] |f:1.2|. Reported procedure: Diethyl 2-acetamidomalonate (3.0 g) was dissolved in 50 ml of dry ethanol and 1.13 g of sodium ethoxide was added thereto. A solution of 4.7 g of tetradecyl bromide in 20 ml of ethanol was added to the mixed solution while stirring at room temperature. The inside of the reaction vessel was displaced with nitrogen and the mixture was refluxed for about 15 hours. Then, the mixture was neutralized with a 1 N aqueous hydrochloric acid solution and concentrated. The concentrate was purified by silica...